From a dataset of the Open Reaction Database (ORD), a public repository of structured organic reaction records. describe an organic reaction: reactants, conditions, products, and yield The reactants are COC(Cl)Cl, ClCCl, CCc1ccc(F)cc1Cl. Yields the product CCc1cc(C=O)c(F)cc1Cl. Reaction SMILES: [Cl:11][CH:12]([O:13][CH3:15])[Cl:14].[Cl:16][CH2:17][Cl:18].[Cl:1][c:2]1[c:3]([CH2:9][CH3:10])[cH:4][cH:5][c:6]([F:8])[cH:7]1>>[Cl:1][c:2]1[c:3]([CH2:9][CH3:10])[cH:4][c:5]([CH:12]=[O:13])[c:6]([F:8])[cH:7]1. Reactants: ClC1=CC=C(C=C1)C=1C=C2C(=NC1C1=C(C=C(C=C1)Cl)Cl)OC(CC2(O)CC(=O)OCC)(C)C (ethyl 2-(6-(4-chlorophenyl)-7-(2,4-dichlorophenyl)-4-hydroxy-2,2-dimethyl-3,4-dihydro-2H-pyrano[2,3-b]pyridin-4-yl)acetate), O.C1(=CC=C(C=C1)S(=O)(=O)O)C (p-toluenesulfonic acid monohydrate). Solvent: CCOC(=O)C (EtOAc), C1(=CC=CC=C1)C (toluene). Conditions: temperature 104 celsius. The product is ClC1=CC=C(C=C1)C=1C=C2C(=NC1C1=C(C=C(C=C1)Cl)Cl)OC(CC2=CC(=O)OCC)(C)C (Ethyl 2-[6-(4-chlorophenyl)-7-(2,4-dichlorophenyl)-2,2-dimethyl-2,3-dihydro-4H-pyrano[2,3-b]pyridin-4-ylidene]acetate). RXN SMILES: [Cl:1][C:2]1[CH:7]=[CH:6][C:5]([C:8]2[CH:9]=[C:10]3[C:25]([CH2:27][C:28]([O:30][CH2:31][CH3:32])=[O:29])(O)[CH2:24][C:23]([CH3:34])([CH3:33])[O:22][C:11]3=[N:12][C:13]=2[C:14]2[CH:19]=[CH:18][C:17]([Cl:20])=[CH:16][C:15]=2[Cl:21])=[CH:4][CH:3]=1.O.C1(C)C=CC(S(O)(=O)=O)=CC=1>C1(C)C=CC=CC=1.CCOC(C)=O>[Cl:1][C:2]1[CH:3]=[CH:4][C:5]([C:8]2[CH:9]=[C:10]3[C:25](=[CH:27][C:28]([O:30][CH2:31][CH3:32])=[O:29])[CH2:24][C:23]([CH3:33])([CH3:34])[O:22][C:11]3=[N:12][C:13]=2[C:14]2[CH:19]=[CH:18][C:17]([Cl:20])=[CH:16][C:15]=2[Cl:21])=[CH:6][CH:7]=1 |f:1.2|. Procedure details: To the product of Step A this example (192 mg, 0.382 mmol) was added p-toluenesulfonic acid monohydrate (72.6 mg, 0.276 mmol) in toluene (3 mL). The reaction was heated to 104° C. After 80 min the reaction was cooled and diluted with EtOAc. The solution was washed with brine and saturated aq NaHCO3. The concentrated residue was purified by flash chromatography on silica gel gradient eluted with 0-25% EtOAc in hexane affording the title compound as the faster eluting isomer on silica gel. (LC-2) ... Starting materials: ClC1=C(C=C(C(=C1)Cl)C(F)(F)F)[N+](=O)[O-] (1,5-Dichloro-2-nitro-4-(trifluoromethyl)benzene), O (water), C(C)(=O)OCC (ethyl acetate), NC1CCN(CC1)C(=O)OC(C)(C)C (1,1-dimethylethyl 4-amino-1-piperidinecarboxylate). Run in CN(C=O)C (dimethylformamide), C(C)(C)N(CC)C(C)C (diisopropylethylamine). Reaction conditions: temperature 80 celsius, time 2.5 hour. Product: FC(C1=CC(=C(C=C1Cl)NC1CCN(CC1)C(=O)OC(C)(C)C)[N+](=O)[O-])(F)F (1,1-Dimethylethyl 4-[(4-trifluoromethyl-5-chloro-2-nitrophenyl)amino]-1-piperidinecarboxylate). Reaction SMILES: Cl[C:2]1[CH:7]=[C:6]([Cl:8])[C:5]([C:9]([F:12])([F:11])[F:10])=[CH:4][C:3]=1[N+:13]([O-:15])=[O:14].[NH2:16][CH:17]1[CH2:22][CH2:21][N:20]([C:23]([O:25][C:26]([CH3:29])([CH3:28])[CH3:27])=[O:24])[CH2:19][CH2:18]1.O.C(OCC)(=O)C>CN(C)C=O.C(N(C(C)C)CC)(C)C>[F:10][C:9]([F:12])([F:11])[C:5]1[C:6]([Cl:8])=[CH:7][C:2]([NH:16][CH:17]2[CH2:18][CH2:19][N:20]([C:23]([O:25][C:26]([CH3:29])([CH3:28])[CH3:27])=[O:24])[CH2:21][CH2:22]2)=[C:3]([N+:13]([O-:15])=[O:14])[CH:4]=1. Procedure details: 1,5-Dichloro-2-nitro-4-(trifluoromethyl)benzene (5.5 g) was dissolved in dry dimethylformamide (50 ml) and diisopropylethylamine (5.1 ml), and 1,1-dimethylethyl 4-amino-1-piperidinecarboxylate (5.0 g) were added at room temperature. The mixture was stirred at 80° C. for 2.5 h, then water and ethyl acetate added. The organic layer was washed with water then brine, dried over MgSO4, filtered and evaporated, and the residue was crystallised from diethyl ether to afford the subtitle compound, 6.7 g. Starting materials: FC(C(=O)C1=C(C=CC=C1)OC)(F)F (2,2,2-trifluoro-1-(2-methoxyphenyl)ethanone). Reagents/catalysts: [Pd] (palladium on carbon). Solvent: CO (methanol). Reaction conditions: time 12 hour. Yields the product FC(C(O)C1=C(C=CC=C1)OC)(F)F (2,2,2-trifluoro-1-(2-methoxyphenyl)ethanol). The yield is 99.0%. Reaction SMILES: [F:1][C:2]([F:14])([F:13])[C:3]([C:5]1[CH:10]=[CH:9][CH:8]=[CH:7][C:6]=1[O:11][CH3:12])=[O:4]>[Pd].CO>[F:1][C:2]([F:13])([F:14])[CH:3]([C:5]1[CH:10]=[CH:9][CH:8]=[CH:7][C:6]=1[O:11][CH3:12])[OH:4]. Procedure details: 10% palladium on carbon (1.5 g) was added to a solution of 2,2,2-trifluoro-1-(2-methoxyphenyl)ethanone (3.0 g) in methanol (50 ml). The resultant was hydrogenated at room temperature for 12 hrs. After which time the catalyst was filtered off through a plug of celite and the solvent concentrated in vacuuo. The crude was purified by column chromatography on silica gel eluting with 100% hexanes the 80:20 hexanes:ethylacetate to afford the title compound as a yellow oil (3.0 g). 1H NMR (CDCl3): δ 3.... Starting materials: COC(=O)C1=CC=C(O1)C=1C=C2C(=CN(C2=CC1)[Si](C(C)C)(C(C)C)C(C)C)C[C@@H]1N(CCC1)C (5-(5-Methoxycarbonyl-2-furyl)-3-(1-methylpyrrolidin-2(R)-ylmethyl)-1-triisopropylsilylindole), [F-].C(CCC)[N+](CCCC)(CCCC)CCCC (tetra-n-butylammonium fluoride). Solvent: O1CCCC1 (tetrahydrofuran). The product is COC(=O)C1=CC=C(O1)C=1C=C2C(=CNC2=CC1)C[C@@H]1N(CCC1)C (5-(5-Methoxycarbonyl-2-furyl)-3-(1-methylpyrrolidin-2(R)-ylmethyl)-1H-indole). RXN SMILES: [CH3:1][O:2][C:3]([C:5]1[O:9][C:8]([C:10]2[CH:11]=[C:12]3[C:16](=[CH:17][CH:18]=2)[N:15]([Si](C(C)C)(C(C)C)C(C)C)[CH:14]=[C:13]3[CH2:29][C@H:30]2[CH2:34][CH2:33][CH2:32][N:31]2[CH3:35])=[CH:7][CH:6]=1)=[O:4].[F-].C([N+](CCCC)(CCCC)CCCC)CCC>O1CCCC1>[CH3:1][O:2][C:3]([C:5]1[O:9][C:8]([C:10]2[CH:11]=[C:12]3[C:16](=[CH:17][CH:18]=2)[NH:15][CH:14]=[C:13]3[CH2:29][C@H:30]2[CH2:34][CH2:33][CH2:32][N:31]2[CH3:35])=[CH:7][CH:6]=1)=[O:4] |f:1.2|. Procedure: 5-(5-Methoxycarbonyl-2-furyl)-3-(1-methylpyrrolidin-2(R)-ylmethyl)-1-triisopropylsilylindole (see Preparation 62) was reacted with tetra-n-butylammonium fluoride in tetrahydrofuran, using a procedure similar to that described in Example 62. This gave the title compound as a foam. Found: C,70.74; H,6.52; N,8.47. C20H22N2O3 requires: C,70.98; H,6.52; N,8.28%. Reactants: FC1=CC=C(C=C1)/C=C(/C(=O)O)\C ((E)-3-(4-fluorophenyl)-2-methylacrylic acid), Cl.CNOC (N,O-dimethylhydroxylamine hydrochloride), O.ON1N=NC2=C1C=CC=C2 (1-hydroxybenzotriazole hydrate), Cl.C(C)N=C=NCCCN(C)C (1-ethyl-3-[3-(dimethylamino)propyl]-carbodiimide hydrochloride), C(C)(C)N(CC)C(C)C (diisopropylethyl amine). The solvent is CN(C)C=O (DMF), O (water). Yields the product FC1=CC=C(C=C1)/C=C(/C(=O)N(C)OC)\C ((E)-3-(4-fluorophenyl)-N-methoxy-N,2-dimethylacrylamide). The yield is 84.6%. As a reaction SMILES: [F:1][C:2]1[CH:7]=[CH:6][C:5](/[CH:8]=[C:9](\[CH3:13])/[C:10](O)=[O:11])=[CH:4][CH:3]=1.Cl.[CH3:15][NH:16][O:17][CH3:18].O.ON1C2C=CC=CC=2N=N1.Cl.C(N=C=NCCCN(C)C)C.C(N(C(C)C)CC)(C)C>CN(C=O)C.O>[F:1][C:2]1[CH:7]=[CH:6][C:5](/[CH:8]=[C:9](\[CH3:13])/[C:10]([N:16]([O:17][CH3:18])[CH3:15])=[O:11])=[CH:4][CH:3]=1 |f:1.2,3.4,5.6|. Procedure details: A mixture of Example 1B (16.1 g, 89.4 mmol), N,O-dimethylhydroxylamine hydrochloride (9.15 g, 93.9 mmol), 1-hydroxybenzotriazole hydrate (12.7 g, 93.9 mmol), 1-ethyl-3-[3-(dimethylamino)propyl]-carbodiimide hydrochloride (17.9 g, 93.9 mmol), and diisopropylethyl amine (47.4 g, 370 mmol) was stirred in DMF (400 mL) at ambient temperature overnight. The solution was diluted with water and extracted with ethyl acetate. The organic phase was washed with saturated sodium bicarbonate solution, 1N HCl,... The reactants are CS(=O)(=O)OCC[C@H](C1=CC(=C(C=C1)Cl)Cl)NC(=O)OC(C)(C)C ((R)-3-(tert-butoxycarbonylamino)-3-(3,4-dichlorophenyl)propyl methanesulfonate), [Na+].[I-] (NaI), O (water). Solvent: C1CCOC1 (THF), CC(=O)C (acetone). Reaction conditions: time 8 hour. Yields the product ClC=1C=C(C=CC1Cl)[C@@H](CCI)NC(OC(C)(C)C)=O ((R)-tert-butyl 1-(3,4-dichlorophenyl)-3-iodopropylcarbamate). Yield: 100.2%. As a reaction SMILES: CS(O[CH2:6][CH2:7][C@@H:8]([NH:17][C:18]([O:20][C:21]([CH3:24])([CH3:23])[CH3:22])=[O:19])[C:9]1[CH:14]=[CH:13][C:12]([Cl:15])=[C:11]([Cl:16])[CH:10]=1)(=O)=O.[Na+].[I-:26].O>C1COCC1.CC(C)=O>[Cl:16][C:11]1[CH:10]=[C:9]([C@H:8]([NH:17][C:18](=[O:19])[O:20][C:21]([CH3:24])([CH3:23])[CH3:22])[CH2:7][CH2:6][I:26])[CH:14]=[CH:13][C:12]=1[Cl:15] |f:1.2|. Procedure: To a stirred solution of 364 (750 mg, 1.88 mmol) in THF (25 mL) and acetone (5 mL) at RT was added NaI (1411 mg, 9.41 mmol) and stirring was continued overnight. The mixture was poured into water, extracted with EtOAc, washed with brine, dried (MgSO4), and concentrated to afford 810 mgs (100%) of (R)-tert-butyl 1-(3,4-dichlorophenyl)-3-iodopropylcarbamate (366).